From a dataset of the Open Reaction Database (ORD), a public repository of structured organic reaction records. describe an organic reaction: reactants, conditions, products, and yield Reactants: C#CCN1C(=O)C2CC2(c2ccc([N+](=O)[O-])cc2)C1=O, O, [Sn]. Product: C#CCN1C(=O)C2CC2(c2ccc(N)cc2)C1=O. RXN SMILES: [N+:1]([O-:2])(=[O:3])[c:4]1[cH:5][cH:6][c:7]([C:10]23[C:11](=[O:20])[N:12]([CH2:17][C:18]#[CH:19])[C:13](=[O:16])[CH:14]2[CH2:15]3)[cH:8][cH:9]1.[OH2:22].[Sn:21]>>[NH2:1][c:4]1[cH:5][cH:6][c:7]([C:10]23[C:11](=[O:20])[N:12]([CH2:17][C:18]#[CH:19])[C:13](=[O:16])[CH:14]2[CH2:15]3)[cH:8][cH:9]1. Starting materials: C(=O)(OC)C1=CC(=C(OC2=C(C=CC3=C2OCO3)CC(=O)O)C=C1)CCC (2-(4-carbomethoxy-2-propylphenoxy)-3,4-methylenedioxyphenylacetic acid), C1=CN(C=N1)C(=O)N2C=CN=C2 (CDI), C(C)(C)(C)C1=CC=C(C=C1)S(=O)(=O)N (p-t-butylphenyl-sulfonamide), C1CCC2=NCCCN2CC1 (DBU). Run in C1CCOC1 (THF), C1CCOC1 (THF). Reaction conditions: temperature 50 celsius. Yields the product C(C)(C)(C)C1=CC=C(C=C1)S(=O)(=O)NC(CC1=C(C2=C(C=C1)OCO2)OC2=C(C=C(C=C2)C(=O)OC)CCC)=O (N-(4-t-butylbenzenesulfonyl)-2-(4-carbomethoxy-2-propylphenoxy)-3,4-methylenedioxyphenyl-acetamide). As a reaction SMILES: [C:1]([C:5]1[CH:24]=[CH:23][C:8]([O:9][C:10]2[C:15]3[O:16][CH2:17][O:18][C:14]=3[CH:13]=[CH:12][C:11]=2[CH2:19][C:20]([OH:22])=O)=[C:7]([CH2:25][CH2:26][CH3:27])[CH:6]=1)([O:3][CH3:4])=[O:2].C1N=CN(C(N2C=NC=C2)=O)C=1.[C:40]([C:44]1[CH:49]=[CH:48][C:47]([S:50]([NH2:53])(=[O:52])=[O:51])=[CH:46][CH:45]=1)([CH3:43])([CH3:42])[CH3:41].C1CCN2C(=NCCC2)CC1>C1COCC1>[C:40]([C:44]1[CH:49]=[CH:48][C:47]([S:50]([NH:53][C:20](=[O:22])[CH2:19][C:11]2[CH:12]=[CH:13][C:14]3[O:18][CH2:17][O:16][C:15]=3[C:10]=2[O:9][C:8]2[CH:23]=[CH:24][C:5]([C:1]([O:3][CH3:4])=[O:2])=[CH:6][C:7]=2[CH2:25][CH2:26][CH3:27])(=[O:51])=[O:52])=[CH:46][CH:45]=1)([CH3:43])([CH3:41])[CH3:42]. Procedure: To the product of Step A (57.2 mg, 0.154 mmol) in dry THF (0.75 mL) was added CDI (76.0 mg, 0.469 mmol) and the reaction heated to 50° C. for 2.5 hr. To this solution was added a solution of p-t-butylphenyl-sulfonamide (131.7 mg, 0.618 mmol) and DBU (92.1 μL, 0.594 mmol) in dry THF (0.75 mL). The reaction continued to be stirred at 50° C. monitoring by thin layer chromatography until all of the mono-acid was consumed (approx. 3 hr). The reaction was concentrated in vacuo and the residue was take... The reactants are COC(=O)c1ccc(CO)cc1, NC(=O)C(NS(=O)(=O)c1ccc(Cl)cc1)c1ccc(F)cc1. Yields the product COC(=O)c1ccc(CN(C(C(N)=O)c2ccc(F)cc2)S(=O)(=O)c2ccc(Cl)cc2)cc1. Reaction SMILES: [CH3:23][O:24][C:25]([c:26]1[cH:27][cH:28][c:29]([CH2:32][OH:33])[cH:30][cH:31]1)=[O:34].[Cl:1][c:2]1[cH:3][cH:4][c:5]([S:8](=[O:9])(=[O:10])[NH:11][CH:12]([C:13](=[O:14])[NH2:15])[c:16]2[cH:17][cH:18][c:19]([F:22])[cH:20][cH:21]2)[cH:6][cH:7]1>>[Cl:1][c:2]1[cH:3][cH:4][c:5]([S:8](=[O:9])(=[O:10])[N:11]([CH:12]([C:13](=[O:14])[NH2:15])[c:16]2[cH:17][cH:18][c:19]([F:22])[cH:20][cH:21]2)[CH2:32][c:29]2[cH:28][cH:27][c:26]([C:25]([O:24][CH3:23])=[O:34])[cH:31][cH:30]2)[cH:6][cH:7]1. Starting materials: Cc1cc(CC(=O)O)on1, COC(=O)c1cc(C#N)ccc1N, CCOC(C)=O, O=P(Cl)(Cl)Cl. The product is COC(=O)c1cc(C#N)ccc1NC(=O)Cc1cc(C)no1. As a reaction SMILES: [CH3:14][c:15]1[n:16][o:17][c:18]([CH2:20][C:21](=[O:22])[OH:23])[cH:19]1.[CH3:1][O:2][C:3]([c:4]1[c:5]([NH2:12])[cH:6][cH:7][c:8]([C:10]#[N:11])[cH:9]1)=[O:13].[CH3:24][CH2:25][O:26][C:27]([CH3:28])=[O:29].[P:30]([Cl:31])([Cl:32])([Cl:33])=[O:34]>>[CH3:1][O:2][C:3]([c:4]1[c:5]([NH:12][C:21]([CH2:20][c:18]2[o:17][n:16][c:15]([CH3:14])[cH:19]2)=[O:22])[cH:6][cH:7][c:8]([C:10]#[N:11])[cH:9]1)=[O:13]. Reactants: C(C)(=O)C1=C(C(=C(OCCCOC2=C(C3=C(CCC(O3)C(=O)OC)C=C2)CCC)C=C1)CCC)OC (Methyl 7-[3-(4-acetyl-3-methoxy-2-propylphenoxy) propoxy]-3,4-dihydro-8-propyl-2H-1-benzopyran-2-carboxylate), CC(=O)C (acetone), C([O-])([O-])=O.[K+].[K+] (potassium carbonate), CI (methyl iodide). The solvent is O (water). The product is COC (methyl ether), C(C)(=O)C1=C(C(=C(OCCCOC2=C(C3=C(CCC(O3)C(=O)OC)C=C2)CCC)C=C1)CCC)OC (methyl 7-[3-(4-acetyl-3-methoxy-2-propylphenoxy)propoxy]-3,4-dihydro-8-propyl-2H-1-benzopyran-2-carboxylate). As a reaction SMILES: [C:1]([C:4]1[CH:31]=[CH:30][C:7]([O:8][CH2:9][CH2:10][CH2:11][O:12][C:13]2[CH:26]=[CH:25][C:16]3[CH2:17][CH2:18][CH:19]([C:21]([O:23][CH3:24])=[O:22])[O:20][C:15]=3[C:14]=2[CH2:27][CH2:28][CH3:29])=[C:6]([CH2:32][CH2:33][CH3:34])[C:5]=1[O:35][CH3:36])(=[O:3])[CH3:2].CC(C)=O.C(=O)([O-])[O-].[K+].[K+].CI>O>[CH3:7][O:8][CH3:9].[C:1]([C:4]1[CH:31]=[CH:30][C:7]([O:8][CH2:9][CH2:10][CH2:11][O:12][C:13]2[CH:26]=[CH:25][C:16]3[CH2:17][CH2:18][CH:19]([C:21]([O:23][CH3:24])=[O:22])[O:20][C:15]=3[C:14]=2[CH2:27][CH2:28][CH3:29])=[C:6]([CH2:32][CH2:33][CH3:34])[C:5]=1[O:35][CH3:36])(=[O:3])[CH3:2] |f:2.3.4|. Procedure: Methyl 7-[3-(4-acetyl-3-methoxy-2-propylphenoxy) propoxy]-3,4-dihydro-8-propyl-2H-1-benzopyran-2-carboxylate ##STR9## Methyl 7-[3-(4-acetyl-3-hydroxy-2-propyl-phenoxy)propoxy]-3,4-dihydro-8-propyl-2H-1-benzopyran-2-carboxylate (493 mg) was added to 25 ml of acetone containing 276 mg of anhydrous potassium carbonate and 282 mg of methyl iodide. The mixture was refluxed for about 24 hours and water was added and the mixture was then extracted with ethyl acetate. The extract was dried, the solvent ... Starting materials: S1C(=CC=C1)C1=NC2=CC=CC(=C2N=C1C=1SC=CC1)N (2,3-di(2-thienyl)-5-aminoquinoxaline), FC1=CC=C(C=C1)[N+](=O)[O-] (4-fluoronitrobenzene), C(C)(C)(C)O[K] (t-butoxy potassium). The solvent is CS(=O)C (dimethylsulfoxide). Reaction conditions: time 14 hour. Yields the product S1C(=CC=C1)C1=NC2=CC=CC(=C2N=C1C=1SC=CC1)NC1=CC=C(C=C1)[N+](=O)[O-] (2,3-di(2-thienyl)-5-(4-nitrophenyl)aminoquinoxaline). RXN SMILES: [S:1]1[CH:5]=[CH:4][CH:3]=[C:2]1[C:6]1[C:15]([C:16]2[S:17][CH:18]=[CH:19][CH:20]=2)=[N:14][C:13]2[C:8](=[CH:9][CH:10]=[CH:11][C:12]=2[NH2:21])[N:7]=1.F[C:23]1[CH:28]=[CH:27][C:26]([N+:29]([O-:31])=[O:30])=[CH:25][CH:24]=1.C(O[K])(C)(C)C>CS(C)=O>[S:1]1[CH:5]=[CH:4][CH:3]=[C:2]1[C:6]1[C:15]([C:16]2[S:17][CH:18]=[CH:19][CH:20]=2)=[N:14][C:13]2[C:8](=[CH:9][CH:10]=[CH:11][C:12]=2[NH:21][C:23]2[CH:28]=[CH:27][C:26]([N+:29]([O-:31])=[O:30])=[CH:25][CH:24]=2)[N:7]=1. Reported procedure: While agitating 3.1 g (9.9 mmol) of 2,3-di(2-thienyl)-5-aminoquinoxaline, 1.4 g (9.9 mmol) of 4-fluoronitrobenzene and 15 g of dimethylsulfoxide, 3.3 g (29.6 mmol) of t-butoxy potassium was gently added. After completion of the addition, the reaction container was purged with nitrogen, followed by agitation at room temperature for 14 hours. After completion of the reaction, 100 ml of water was added while cooling, and the resulting compound was filtered and dried, followed by purification with a... Starting materials: Brc1ccncc1, CCCC[Sn](CCCC)(CCCC)c1ccc2cnn(CCN(C)C)c2c1, Cc1ccccc1, Cl. Yields the product CN(C)CCn1ncc2ccc(-c3ccncc3)cc21. As a reaction SMILES: [Br:29][c:30]1[cH:31][cH:32][n:33][cH:34][cH:35]1.[CH3:1][N:2]([CH3:3])[CH2:4][CH2:5][n:6]1[n:7][cH:8][c:9]2[cH:10][cH:11][c:12]([Sn:15]([CH2:16][CH2:17][CH2:18][CH3:19])([CH2:20][CH2:21][CH2:22][CH3:23])[CH2:24][CH2:25][CH2:26][CH3:27])[cH:13][c:14]12.[CH3:36][c:37]1[cH:38][cH:39][cH:40][cH:41][cH:42]1.[ClH:28]>>[CH3:1][N:2]([CH3:3])[CH2:4][CH2:5][n:6]1[n:7][cH:8][c:9]2[cH:10][cH:11][c:12](-[c:30]3[cH:31][cH:32][n:33][cH:34][cH:35]3)[cH:13][c:14]12.